Dataset: the Open Reaction Database (ORD), a public repository of structured organic reaction records. Task: describe an organic reaction: reactants, conditions, products, and yield Starting materials: CN(C1=NC(=CC(=N1)O)O)C (2-dimethylamino-4,6-dihydroxypyrimidine), S(=O)(=O)(OCC)OCC (diethyl sulphate). Solvent: [OH-].[Na+] (sodium hydroxide), [OH-].[Na+] (sodium hydroxide), [OH-].[Na+] (sodium hydroxide). Reaction conditions: time 6 hour. The product is CN(C1=NC(=CC(=N1)OCC)O)C (2-Dimethylamino-4-ethoxy-6-hydroxypyrimidine). RXN SMILES: [CH3:1][N:2]([CH3:11])[C:3]1[N:8]=[C:7]([OH:9])[CH:6]=[C:5]([OH:10])[N:4]=1.S(OCC)(O[CH2:16][CH3:17])(=O)=O>[OH-].[Na+]>[CH3:1][N:2]([CH3:11])[C:3]1[N:4]=[C:5]([O:10][CH2:16][CH3:17])[CH:6]=[C:7]([OH:9])[N:8]=1 |f:2.3|. Procedure: 155.2 g (1 mol) of 2-dimethylamino-4,6-dihydroxypyrimidine are added while stirring to 1000 cc of 1N sodium hydroxide solution 1N and the mixture is heated to 50° over a short period. 170 g (1.1 mol) of diethyl sulphate are subsequently added dropwise, over the course of 2 hours, at 40°-45°. During the dropwise addition the pH value is kept at between 7.5 and 8.0 by further addition of 1N sodium hydroxide solution. Approximately 500 cc of 1N sodium hydroxide solution are additionally required. T...